Dataset: the Open Reaction Database (ORD), a public repository of structured organic reaction records. Task: describe an organic reaction: reactants, conditions, products, and yield The reactants are O=C1OC(=O)C2=C1CCc1ccccc12, Cc1ccccc1, CC(C)C(N)CCCCCCCCC(C)(C)CN, O. The product is CC(C)C(N)CCCCCCCCC(C)(C)CN1C(=O)C2=C(C1=O)c1ccccc1CC2. Reaction SMILES: [C:1]12=[C:2]([CH2:3][CH2:4][c:5]3[cH:6][cH:7][cH:8][cH:9][c:10]31)[C:11](=[O:12])[O:13][C:14]2=[O:15].[CH3:35][c:36]1[cH:37][cH:38][cH:39][cH:40][cH:41]1.[NH2:16][CH2:17][C:18]([CH2:19][CH2:20][CH2:21][CH2:22][CH2:23][CH2:24][CH2:25][CH2:26][CH:27]([CH:28]([CH3:29])[CH3:30])[NH2:31])([CH3:32])[CH3:33].[OH2:34]>>[C:1]12=[C:2]([CH2:3][CH2:4][c:5]3[cH:6][cH:7][cH:8][cH:9][c:10]31)[C:11](=[O:13])[N:16]([CH2:17][C:18]([CH2:19][CH2:20][CH2:21][CH2:22][CH2:23][CH2:24][CH2:25][CH2:26][CH:27]([CH:28]([CH3:29])[CH3:30])[NH2:31])([CH3:32])[CH3:33])[C:14]2=[O:15].